This data is from the Open Reaction Database (ORD), a public repository of structured organic reaction records. The task is: describe an organic reaction: reactants, conditions, products, and yield The reactants are [OH-].[K+] (KOH), BrC1=C(C=C(C(=O)Cl)C=C1)S(N)(=O)=O (4-bromo-3-sulfamoylbenzoyl chloride), N(=O)N(C(=O)N)C (N-nitroso-N-methyl urea), C(C)(C)OC(C)C (diisopropyl ether), [OH-].[K+] (potassium hydroxide), BrC1=C(C=C(C(=O)Cl)C=C1)S(N)(=O)=O (4-bromo-3-sulfamoylbenzoyl chloride). Run in C(C)(=O)OCC (ethyl acetate), C(C)OCC (diethyl ether). Conditions: time 10 minute. Yields the product BrC1=C(C=C(C=C1)C(C=[N+]=[N-])=O)S(N)(=O)=O (4'-bromo-3'-sulfamoyl-diazoacetophenone). As a reaction SMILES: [N:1]([N:3]([CH3:7])C(N)=O)=O.C(OC(C)C)(C)C.[OH-].[K+].[Br:17][C:18]1[CH:26]=[CH:25][C:21]([C:22](Cl)=[O:23])=[CH:20][C:19]=1[S:27](=[O:30])(=[O:29])[NH2:28]>C(OCC)(=O)C.C(OCC)C>[Br:17][C:18]1[CH:26]=[CH:25][C:21]([C:22](=[O:23])[CH:7]=[N+:3]=[N-:1])=[CH:20][C:19]=1[S:27](=[O:29])(=[O:30])[NH2:28] |f:2.3|. Procedure: 26 g of freshly prepared N-nitroso-N-methyl urea were introduced portionwise at 0° to -5° C into a stirred two-phase mixture of 200 ml of diethyl ether (or diisopropyl ether) and 80 ml of 40% aqueous potassium hydroxide solution, the ice-cold etheral diazomethane solution was separated in the separating funnel and dried over a small amount of solid potassium hydroxide at -10° C during 3 hours. The dry solution of the diazomethane in diethyl ether (or diisopropyl ether) was cooled to -5° C to -10... Starting materials: O=C([O-])[O-], CN(C)C=O, COc1ccc(F)nc1I, [K+], [K+], OB(O)c1cccnc1. Product: COc1ccc(F)nc1-c1cccnc1. As a reaction SMILES: [C:20](=[O:21])([O-:22])[O-:23].[CH3:26][N:27]([CH3:28])[CH:29]=[O:30].[F:1][c:2]1[cH:3][cH:4][c:5]([O:9][CH3:10])[c:6]([I:8])[n:7]1.[K+:24].[K+:25].[n:11]1[cH:12][c:13]([B:17]([OH:18])[OH:19])[cH:14][cH:15][cH:16]1>>[F:1][c:2]1[cH:3][cH:4][c:5]([O:9][CH3:10])[c:6](-[c:13]2[cH:12][n:11][cH:16][cH:15][cH:14]2)[n:7]1. The reactants are Cl (hydrochloric acid), FC=1C=C(C(=O)O)C=C(C1)C(F)(F)F (3-fluoro-5-trifluoromethyl-benzoic acid), [H-].[Na+] (sodium hydride), C(CCC=C)O (pent-4-en-1-ol). The solvent is CN(C)C=O (DMF), CN(C)C=O (DMF). Conditions: temperature 60 celsius. The product is C(CCC=C)OC=1C=C(C(=O)O)C=C(C1)C(F)(F)F (3-pent-4-enyloxy-5-trifluoromethyl-benzoic acid). The yield is 55.1%. Reaction SMILES: F[C:2]1[CH:3]=[C:4]([CH:8]=[C:9]([C:11]([F:14])([F:13])[F:12])[CH:10]=1)[C:5]([OH:7])=[O:6].[H-].[Na+].[CH2:17]([OH:22])[CH2:18][CH2:19][CH:20]=[CH2:21].Cl>CN(C=O)C>[CH2:17]([O:22][C:2]1[CH:3]=[C:4]([CH:8]=[C:9]([C:11]([F:14])([F:13])[F:12])[CH:10]=1)[C:5]([OH:7])=[O:6])[CH2:18][CH2:19][CH:20]=[CH2:21] |f:1.2|. Procedure details: A solution of 3-fluoro-5-trifluoromethyl-benzoic acid (400 mg, 1.92 mmol) in DMF (2 ml) was added dropwise to a suspension of sodium hydride (60% oily, 235 mg, 5.88 mmol) and pent-4-en-1-ol (506 mg, 5.88 mmol) in DMF (12 ml), and the mixture was stirred at 60° C. Further, this mixture was irradiated in a microwave apparatus (150° C., 20 min). The reaction solution was poured into 0.2 N aqueous hydrochloric acid and then extracted with ethyl acetate. The organic layer was washed with saturated br...